From a dataset of the Open Reaction Database (ORD), a public repository of structured organic reaction records. describe an organic reaction: reactants, conditions, products, and yield Reactants: C1CCOC1 (THF), C1(=CC=CC=C1)C (toluene), COC1=CC=C(C=C1)[Mg]Br (p-methoxyphenylmagnesium bromide), ClC1=CC=C(C=C1)F (1-chloro-4-fluorobenzene). The solvent is CCCCCC (hexane). Reaction conditions: time 24 hour. The product is FC1=CC=C(C=C1)C1=CC=C(C=C1)OC (4-fluoro-4′-methoxybiphenyl). Yield: 91.0%. As a reaction SMILES: C1COCC1.[CH3:6][O:7][C:8]1[CH:13]=[CH:12][C:11]([Mg]Br)=[CH:10][CH:9]=1.Cl[C:17]1[CH:22]=[CH:21][C:20]([F:23])=[CH:19][CH:18]=1.C1(C)C=CC=CC=1>CCCCCC>[F:23][C:20]1[CH:21]=[CH:22][C:17]([C:11]2[CH:12]=[CH:13][C:8]([O:7][CH3:6])=[CH:9][CH:10]=2)=[CH:18][CH:19]=1. Procedure: Using a THF solution of p-methoxyphenylmagnesium bromide (1.88 mL, 0.64 M, 1.2 mmol) and 1-chloro-4-fluorobenzene (130.6 mg, 1.0 mmol) as starting materials, the reaction was performed at a scale of 1.0 mmol at 60° C. for 24 hours in the same manner as in Example 2. After performing silica gel column chromatography (toluene=15, 30 and 50% in hexane), the above compound (0.184 g, yield=91%, purity=>99% (GC analysis)) was obtained as a white solid. Starting materials: CCO[Si](CCC#N)(OCC)OCC, CCNCC, S. Product: CCO[Si](CCC(N)=S)(OCC)OCC. As a reaction SMILES: [C:1](#[N:2])[CH2:3][CH2:4][Si:5]([O:6][CH2:7][CH3:8])([O:9][CH2:10][CH3:11])[O:12][CH2:13][CH3:14].[CH2:15]([NH:16][CH2:17][CH3:18])[CH3:19].[SH2:20]>>[C:1]([NH2:2])([CH2:3][CH2:4][Si:5]([O:6][CH2:7][CH3:8])([O:9][CH2:10][CH3:11])[O:12][CH2:13][CH3:14])=[S:20].